Dataset: the Open Reaction Database (ORD), a public repository of structured organic reaction records. Task: describe an organic reaction: reactants, conditions, products, and yield Starting materials: O=C(n1ccnc1)n1ccnc1, COC(=O)C1CCCN1, CC(CC(=O)c1cccc(F)c1)C(=O)O, C1CCOC1. Yields the product COC(=O)C1CCCN1C(=O)C(C)CC(=O)c1cccc(F)c1. RXN SMILES: [C:16]([n:17]1[cH:18][cH:19][n:20][cH:21]1)([n:22]1[cH:23][cH:24][n:25][cH:26]1)=[O:27].[CH3:28][O:29][C:30]([CH:31]1[NH:32][CH2:33][CH2:34][CH2:35]1)=[O:36].[F:1][c:2]1[cH:3][c:4]([C:5](=[O:6])[CH2:7][CH:8]([C:9](=[O:10])[OH:11])[CH3:12])[cH:13][cH:14][cH:15]1.[O:37]1[CH2:38][CH2:39][CH2:40][CH2:41]1>>[F:1][c:2]1[cH:3][c:4]([C:5](=[O:6])[CH2:7][CH:8]([C:9](=[O:11])[N:32]2[CH:31]([C:30]([O:29][CH3:28])=[O:36])[CH2:35][CH2:34][CH2:33]2)[CH3:12])[cH:13][cH:14][cH:15]1. Starting materials: Cl (hydrochloric acid), FC1=C(C=CC(=C1)F)[C@@](CO)(COC(C(C)C)=O)O ((R)-2-(2,4-difluorophenyl)-3-isobutyryloxy-1,2-propanediol), N1=CC=CC=C1 (pyridine), CS(=O)(=O)Cl (methanesulfonyl chloride). Run in C(C)(=O)OCC (ethyl acetate). Reaction conditions: time 16 hour. Yields the product FC1=C(C=CC(=C1)F)[C@](COC(C(C)C)=O)(COS(=O)(=O)C)O ((S)-2-(2,4-difluorophenyl)-1-isobutyryloxy-3-methanesulfonyloxy-2-propanol). The yield is 98.6%. As a reaction SMILES: [F:1][C:2]1[CH:7]=[C:6]([F:8])[CH:5]=[CH:4][C:3]=1[C@:9]([OH:19])([CH2:12][O:13][C:14](=[O:18])[CH:15]([CH3:17])[CH3:16])[CH2:10][OH:11].[CH3:20][S:21](Cl)(=[O:23])=[O:22].N1C=CC=CC=1.Cl>C(OCC)(=O)C>[F:1][C:2]1[CH:7]=[C:6]([F:8])[CH:5]=[CH:4][C:3]=1[C@@:9]([OH:19])([CH2:10][O:11][S:21]([CH3:20])(=[O:23])=[O:22])[CH2:12][O:13][C:14](=[O:18])[CH:15]([CH3:16])[CH3:17]. Reported procedure: Into a solution wherein 12 g of (R)-2-(2,4-difluorophenyl)-3-isobutyryloxy-1,2-propanediol obtained in Example 40 was dissolved in 120 ml of ethyl acetate was added dropwise 10 g of methanesulfonyl chloride at a temperature of 0° to 5° C., and thereto was added dropwise 6.92 g of pyridine at a temperature of 0° to 5° C. After dropping, the resulting liquid was stirred at room temperature for 16 hours. To the reaction mixture was added 400 ml of 1N hydrochloric acid and an organic layer separated... The reactants are CC=1C(=NC=C(C1)C)CN(C1CCNCC1)CC1=NC=CC=C1C(C)C ((3,5-Dimethyl-pyridin-2-ylmethyl)-(3-isopropyl-pyridin-2-ylmethyl)-piperidin-4-yl-amine), O(C1=CC=CC=C1)C(=O)CON (N-(phenoxycarbonyl)methoxylamine), C1CCOC1 (THF). Yields the product CONC(=O)N1CCC(CC1)N(CC1=NC=CC=C1C(C)C)CC1=NC=C(C=C1C)C (4-[(3,5-Dimethyl-pyridin-2-ylmethyl)-(3-isopropyl-pyridin-2-ylmethyl)-amino]-piperidine-1-carboxylic acid methoxy-amide). RXN SMILES: [CH3:1][C:2]1[C:3]([CH2:9][N:10]([CH2:17][C:18]2[C:23]([CH:24]([CH3:26])[CH3:25])=[CH:22][CH:21]=[CH:20][N:19]=2)[CH:11]2[CH2:16][CH2:15][NH:14][CH2:13][CH2:12]2)=[N:4][CH:5]=[C:6]([CH3:8])[CH:7]=1.O(C([CH2:36][O:37][NH2:38])=O)C1C=CC=CC=1.C1C[O:42][CH2:41]C1>>[CH3:36][O:37][NH:38][C:41]([N:14]1[CH2:15][CH2:16][CH:11]([N:10]([CH2:9][C:3]2[C:2]([CH3:1])=[CH:7][C:6]([CH3:8])=[CH:5][N:4]=2)[CH2:17][C:18]2[C:23]([CH:24]([CH3:26])[CH3:25])=[CH:22][CH:21]=[CH:20][N:19]=2)[CH2:12][CH2:13]1)=[O:42]. Procedure: (3,5-Dimethyl-pyridin-2-ylmethyl)-(3-isopropyl-pyridin-2-ylmethyl)-piperidin-4-yl-amine (125 mg, 0.36 mmol) and N-(phenoxycarbonyl)methoxylamine (120 mg, 0.71 mmol) were stirred in THF (3.5 mL) for 16 hours. The solvent was removed under reduced pressure and the residue purified by column chromatography with silica gel (20:1:0.2 CH2Cl2/MeOH:NH4OH), COMPOUND 300 as a sticky solid (110 mg, 72%). 1H NMR (CDCl3) δ 0.93 (d, 6H, J=6.9 Hz), 1.62 (dq, 2H, J=12.3, 3.8 Hz), 1.89 (br d, 2H, J=12.3 Hz), 2.1... Reactants: stainless steel, C=CC (propylene), C(=C)C1CCCCC1 (vinylcyclohexane), C(C)[Al](CC)CC (triethyl aluminium), 5l, [H][H] (hydrogen). The reagents and catalysts are [Ti] (titanium). Solvent: C(CCC)O (n-butanol), CCCCCCC (n-heptane). The product is C(=C)C1CCCCC1.C=CC (Vinylcyclohexane Propylene). As a reaction SMILES: [CH2:1]=[CH:2][CH3:3].[CH:4]([CH:6]1[CH2:11][CH2:10][CH2:9][CH2:8][CH2:7]1)=[CH2:5].C([Al](CC)CC)C.[H][H]>[Ti].C(O)CCC.CCCCCCC>[CH:4]([CH:6]1[CH2:11][CH2:10][CH2:9][CH2:8][CH2:7]1)=[CH2:5].[CH2:1]=[CH:2][CH3:3] |f:7.8|. Procedure: To 100 ml of dehydrated pure n-heptane was added 1.95 g of triethyl aluminium, 675 mg of ethyl p-anisate and 6.0 g of titanium compound catalyst prepared according to Example 1 of Published Unexamined Japanese Patent Application No. 57-59916 in this order, and the temperature of the mixture was elevated to 50° C. Subsequently, 50 g of vinylcyclohexane was added to the mixture and polymerization of vinylcyclohexane wa continued for 15 minutes. The resulting polymer slurry was washed with 200 ml o... Reactants: [BH3-]C#N, CC(C)(CNC=O)NCC(=O)N1CCCC1C#N, CO, [Na+]. The product is CNCC(C)(C)NCC(=O)N1CCCC1C#N. RXN SMILES: [C:19]([BH3-:20])#[N:21].[C:1](#[N:2])[CH:3]1[N:4]([C:8]([CH2:9][NH:10][C:11]([CH2:12][NH:13][CH:14]=[O:15])([CH3:16])[CH3:17])=[O:18])[CH2:5][CH2:6][CH2:7]1.[CH3:23][OH:24].[Na+:22]>>[C:1](#[N:2])[CH:3]1[N:4]([C:8]([CH2:9][NH:10][C:11]([CH2:12][NH:13][CH3:14])([CH3:16])[CH3:17])=[O:18])[CH2:5][CH2:6][CH2:7]1. Starting materials: Cl (hydrochloric acid), solution, ClC=1C=CC=C2C=C(C(=NC12)C1=CN=CN1C)CNC1=C2N=CNC2=NC=N1 (N-((8-chloro-2-(1-methyl-1H-imidazol-5-yl)quinolin-3-yl)methyl)-9H-purin-6-amine). Solvent: O (water), O (water), CCO (ethanol absolute). Conditions: temperature 95 celsius, time 5 minute. Yields the product Cl.Cl.ClC=1C=CC=C2C=C(C(=NC12)C1=CN=CN1C)CNC1=C2N=CNC2=NC=N1 (N-((8-chloro-2-(1-methyl-1H-imidazol-5-yl)quinolin-3-yl)-methyl)-9H-purin-6-amine dihydrochloride). RXN SMILES: [ClH:1].[Cl:2][C:3]1[CH:4]=[CH:5][CH:6]=[C:7]2[C:12]=1[N:11]=[C:10]([C:13]1[N:17]([CH3:18])[CH:16]=[N:15][CH:14]=1)[C:9]([CH2:19][NH:20][C:21]1[N:29]=[CH:28][N:27]=[C:26]3[C:22]=1[N:23]=[CH:24][NH:25]3)=[CH:8]2>CCO.O>[ClH:2].[ClH:1].[Cl:2][C:3]1[CH:4]=[CH:5][CH:6]=[C:7]2[C:12]=1[N:11]=[C:10]([C:13]1[N:17]([CH3:18])[CH:16]=[N:15][CH:14]=1)[C:9]([CH2:19][NH:20][C:21]1[N:29]=[CH:28][N:27]=[C:26]3[C:22]=1[N:23]=[CH:24][NH:25]3)=[CH:8]2 |f:4.5.6|. Reported procedure: A mixture of 6-bromopurine (0.07844 g, 0.3942 mmol), (8-chloro-2-(1-methyl-1H-imidazol-5-yl)quinolin-3-yl)methanamine (0.1075 g, 0.3942 mmol), and N,N-diisopropylethylamine (0.2060 mL, 1.182 mmol) in 1-butanol (3.942 mL, 0.3942 mmol) was stirred at 100° C. After 16 h, the mixture was removed from the heat. The precipitate was filtered and the solid was washed with MeOH to give an off-white solid and filtrate. The off-white solid was purified by column chromatography on a 40 g of Redi-Sep™ column... The reactants are COC(C)([O-])[O-], Cc1ccc(N)c(C(=O)c2ccccc2)c1. The product is COC(C)=Nc1ccc(C)cc1C(=O)c1ccccc1. As a reaction SMILES: [C:17]([CH3:18])([O:19][CH3:20])([O-:21])[O-:22].[NH2:1][c:2]1[c:3]([C:4](=[O:5])[c:6]2[cH:7][cH:8][cH:9][cH:10][cH:11]2)[cH:12][c:13]([CH3:16])[cH:14][cH:15]1>>[N:1]([c:2]1[c:3]([C:4](=[O:5])[c:6]2[cH:7][cH:8][cH:9][cH:10][cH:11]2)[cH:12][c:13]([CH3:16])[cH:14][cH:15]1)=[C:17]([CH3:18])[O:19][CH3:20]. The reactants are CN(C(OC(C)(C)C)=O)CC1=CNC(=C1)C1=CC=CC=C1 (tert-butyl methyl[(5-phenyl-1H-pyrrol-3-yl)methyl]carbamate), [H-].[Na+] (sodium hydride), COC=1C=C(C=CC1)S(=O)(=O)Cl (3-methoxybenzenesulfonyl chloride). The product is Cl.COC=1C=C(C=CC1)S(=O)(=O)N1C=C(C=C1C1=CC=CC=C1)CNC (1-{1-[(3-Methoxyphenyl)sulfonyl]-5-phenyl-1H-pyrrol-3-yl}-N-methylmethanamine hydrochloride). The yield is 67.8%. RXN SMILES: C[N:2]([CH2:10][C:11]1[CH:15]=[C:14]([C:16]2[CH:21]=[CH:20][CH:19]=[CH:18][CH:17]=2)[NH:13][CH:12]=1)[C:3](=O)OC(C)(C)C.[H-].[Na+].[CH3:24][O:25][C:26]1[CH:27]=[C:28]([S:32]([Cl:35])(=[O:34])=[O:33])[CH:29]=[CH:30][CH:31]=1>>[ClH:35].[CH3:24][O:25][C:26]1[CH:27]=[C:28]([S:32]([N:13]2[C:14]([C:16]3[CH:17]=[CH:18][CH:19]=[CH:20][CH:21]=3)=[CH:15][C:11]([CH2:10][NH:2][CH3:3])=[CH:12]2)(=[O:34])=[O:33])[CH:29]=[CH:30][CH:31]=1 |f:1.2,4.5|. Procedure details: Using tert-butyl methyl[(5-phenyl-1H-pyrrol-3-yl)methyl]carbamate (200 mg), sodium hydride (60% in oil, 140 mg) and 3-methoxybenzenesulfonyl chloride (433 mg), a procedure as in Example 36 was performed to give the title compound as pale-purple crystals (yield 186 mg, 68%). Starting materials: stannous chloride, Cl (hydrochloric acid), NC1=CC=C(C=C1)CC(=O)N (2-(4-aminophenyl)acetamide), Cl (hydrochloric acid), ice, N(=O)[O-].[Na+] (sodium nitrite), ice. The solvent is O (water). Reaction conditions: temperature 0 celsius, time 15 minute. Product: Cl.N(N)C1=CC=C(C=C1)CC(=O)N (2-(4-Hydrazinophenyl)acetamide hydrochloride). Reaction SMILES: [NH2:1][C:2]1[CH:7]=[CH:6][C:5]([CH2:8][C:9]([NH2:11])=[O:10])=[CH:4][CH:3]=1.[N:12]([O-])=O.[Na+].[ClH:16]>O>[ClH:16].[NH:1]([C:2]1[CH:3]=[CH:4][C:5]([CH2:8][C:9]([NH2:11])=[O:10])=[CH:6][CH:7]=1)[NH2:12] |f:1.2,5.6|. Procedure: To a stirred suspension of 2-(4-aminophenyl)acetamide (19.5 g) in concentrated hydrochloric acid (43 ml) was added an ice cold solution of sodium nitrite (9.43 g) in water (25 ml) at such a rate that the temperature of the mixture remained between -5° and +5° C. When the addition was complete the solution was stirred at 0° C. for 15 min. This was then added to a stirred solution of stannous chloride (146.3 g) in concentrated hydrochloric acid (86 ml) at -10° C. The mixture was stirred for 30 min... Starting materials: CCCCP(CCCC)CCCC, C1CCOC1, CCCCCC, O=C(N=NC(=O)N1CCCCC1)N1CCCCC1, COC(=O)c1cc(O)cc(OC(C)C)c1, OCCCc1cccnc1. Product: COC(=O)c1cc(OCCCc2cccnc2)cc(OC(C)C)c1. As a reaction SMILES: [CH2:44]([P:45]([CH2:46][CH2:47][CH2:48][CH3:49])[CH2:50][CH2:51][CH2:52][CH3:53])[CH2:54][CH2:55][CH3:56].[CH2:57]1[O:58][CH2:59][CH2:60][CH2:61]1.[CH3:62][CH2:63][CH2:64][CH2:65][CH2:66][CH3:67].[N:26]([C:27]([N:28]1[CH2:29][CH2:30][CH2:31][CH2:32][CH2:33]1)=[O:34])=[N:35][C:36]([N:37]1[CH2:38][CH2:39][CH2:40][CH2:41][CH2:42]1)=[O:43].[OH:1][c:2]1[cH:3][c:4]([O:12][CH:13]([CH3:14])[CH3:15])[cH:5][c:6]([C:7](=[O:8])[O:9][CH3:10])[cH:11]1.[n:16]1[cH:17][c:18]([CH2:22][CH2:23][CH2:24][OH:25])[cH:19][cH:20][cH:21]1>>[O:1]([c:2]1[cH:3][c:4]([O:12][CH:13]([CH3:14])[CH3:15])[cH:5][c:6]([C:7](=[O:8])[O:9][CH3:10])[cH:11]1)[CH2:24][CH2:23][CH2:22][c:18]1[cH:17][n:16][cH:21][cH:20][cH:19]1.